This data is from the Open Reaction Database (ORD), a public repository of structured organic reaction records. The task is: describe an organic reaction: reactants, conditions, products, and yield Reactants: C(C(C)C)C1=CC2=C(N=C(O2)N2[C@@H](CCCC2)C(=O)OC)C=C1 (methyl (2S)-1-(6-isobutyl-1,3-benzoxazol-2-yl)-2-piperidinecarboxylate), [OH-].[Li+] (lithium hydroxide). Reaction SMILES: [CH2:1]([C:5]1[CH:23]=[CH:22][C:8]2[N:9]=[C:10]([N:12]3[CH2:17][CH2:16][CH2:15][CH2:14][C@H:13]3[C:18]([O:20]C)=[O:19])[O:11][C:7]=2[CH:6]=1)[CH:2]([CH3:4])[CH3:3].[OH-].[Li+]>>[CH2:1]([C:5]1[CH:23]=[CH:22][C:8]2[N:9]=[C:10]([N:12]3[CH2:17][CH2:16][CH2:15][CH2:14][C@H:13]3[C:18]([OH:20])=[O:19])[O:11][C:7]=2[CH:6]=1)[CH:2]([CH3:4])[CH3:3].[CH2:1]([C:5]1[CH:23]=[CH:22][C:8]2[N:9]=[C:10]([N:12]3[CH2:17][CH2:16][CH2:15][CH2:14][C@H:13]3[C:18]([O-:20])=[O:19])[O:11][C:7]=2[CH:6]=1)[CH:2]([CH3:4])[CH3:3] |f:1.2|. Product: C(C(C)C)C1=CC2=C(N=C(O2)N2[C@@H](CCCC2)C(=O)O)C=C1 ((2S)-1-(6-Isobutyl-1,3-benzoxazol-2-yl)-2-piperidinecarboxylic acid), C(C(C)C)C1=CC2=C(N=C(O2)N2[C@@H](CCCC2)C(=O)[O-])C=C1 ((2S)-1-(6-isobutyl-1,3-benzoxazol-2-yl)-2-piperidinecarboxylate). Procedure details: The title compound was prepared by a similar method to Preparation 3 from methyl (2S)-1-(6-isobutyl-1,3-benzoxazol-2-yl)-2-piperidinecarboxylate [see Preparation 41] and 1N aqueous lithium hydroxide solution, to afford (2S)-1-(6-isobutyl-1,3-benzoxazol-2-yl)-2-piperidinecarboxylate acid as a foam.